Dataset: the Open Reaction Database (ORD), a public repository of structured organic reaction records. Task: describe an organic reaction: reactants, conditions, products, and yield The reactants are C(=O)(C(F)(F)F)O (TFA), C(C)(C)(C)OC(=O)N(C=1N=CC(=NC1C1=CC(=NO1)C1=CC=CC=C1)C1=CC=C(C=C1)S(=O)(=O)C1CN(CCC1)C(=O)OC(C)(C)C)C(=O)OC(C)(C)C (tert-butyl 3-[4-[5-[bis(tert-butoxycarbonyl)amino]-6-(3-phenylisoxazol-5-yl)pyrazin-2-yl]phenyl]sulfonylpiperidine-1-carboxylate). The solvent is C(Cl)Cl (DCM). Product: C1(=CC=CC=C1)C1=NOC(=C1)C=1C(=NC=C(N1)C1=CC=C(C=C1)S(=O)(=O)C1CNCCC1)N (3-(3-phenylisoxazol-5-yl)-5-(4-(piperidin-3-ylsulfonyl)phenyl)pyrazin-2-amine), solid. Isolated yield 45.0%. RXN SMILES: C(O)(C(F)(F)F)=O.C(OC([N:15](C(OC(C)(C)C)=O)[C:16]1[N:17]=[CH:18][C:19]([C:33]2[CH:38]=[CH:37][C:36]([S:39]([CH:42]3[CH2:47][CH2:46][CH2:45][N:44](C(OC(C)(C)C)=O)[CH2:43]3)(=[O:41])=[O:40])=[CH:35][CH:34]=2)=[N:20][C:21]=1[C:22]1[O:26][N:25]=[C:24]([C:27]2[CH:32]=[CH:31][CH:30]=[CH:29][CH:28]=2)[CH:23]=1)=O)(C)(C)C>C(Cl)Cl>[C:27]1([C:24]2[CH:23]=[C:22]([C:21]3[C:16]([NH2:15])=[N:17][CH:18]=[C:19]([C:33]4[CH:34]=[CH:35][C:36]([S:39]([CH:42]5[CH2:47][CH2:46][CH2:45][NH:44][CH2:43]5)(=[O:41])=[O:40])=[CH:37][CH:38]=4)[N:20]=3)[O:26][N:25]=2)[CH:28]=[CH:29][CH:30]=[CH:31][CH:32]=1. Procedure details: TFA (500 μL, 6.490 mmol) was added to a stirred solution of tert-butyl 3-[4-[5-[bis(tert-butoxycarbonyl)amino]-6-(3-phenylisoxazol-5-yl)pyrazin-2-yl]phenyl]sulfonylpiperidine-1-carboxylate (144 mg, 0.1890 mmol) in DCM (5 mL) and the reaction stirred at ambient temperature over night. The solvent was removed in vacuo and the residue azeotroped with DCM (×2) and ether (×2). The residue was passed through a 5 g SCX-2 cartridge and washed with MeOH/DCM mixtures. The product was eluted by washing the... Reactants: C1CCOC1, CN1C(=O)CCC2(C)c3ccc(Br)cc3CCC12, ClC(Cl)Cl, OB(O)c1ccc(O)c(F)c1, [Na+], [Na+], O=C([O-])[O-], [Pd], c1ccc(P(c2ccccc2)c2ccccc2)cc1, c1ccc(P(c2ccccc2)c2ccccc2)cc1, c1ccc(P(c2ccccc2)c2ccccc2)cc1, c1ccc(P(c2ccccc2)c2ccccc2)cc1. Yields the product CN1C(=O)CCC2(C)c3ccc(-c4ccc(O)c(F)c4)cc3CCC12. Reaction SMILES: [CH2:36]1[O:37][CH2:38][CH2:39][CH2:40]1.[CH3:1][N:2]1[C:3](=[O:18])[CH2:4][CH2:5][C:6]2([CH3:17])[c:7]3[c:8]([cH:12][c:13]([Br:16])[cH:14][cH:15]3)[CH2:9][CH2:10][CH:11]12.[CH:41]([Cl:42])([Cl:43])[Cl:44].[F:19][c:20]1[cH:21][c:22]([B:27]([OH:28])[OH:29])[cH:23][cH:24][c:25]1[OH:26].[Na+:30].[Na+:31].[O-:32][C:33](=[O:34])[O-:35].[Pd:45].[c:103]1([P:104]([c:105]2[cH:106][cH:107][cH:108][cH:109][cH:110]2)[c:111]2[cH:112][cH:113][cH:114][cH:115][cH:116]2)[cH:117][cH:118][cH:119][cH:120][cH:121]1.[c:46]1([P:47]([c:48]2[cH:49][cH:50][cH:51][cH:52][cH:53]2)[c:54]2[cH:55][cH:56][cH:57][cH:58][cH:59]2)[cH:60][cH:61][cH:62][cH:63][cH:64]1.[c:65]1([P:66]([c:67]2[cH:68][cH:69][cH:70][cH:71][cH:72]2)[c:73]2[cH:74][cH:75][cH:76][cH:77][cH:78]2)[cH:79][cH:80][cH:81][cH:82][cH:83]1.[c:84]1([P:85]([c:86]2[cH:87][cH:88][cH:89][cH:90][cH:91]2)[c:92]2[cH:93][cH:94][cH:95][cH:96][cH:97]2)[cH:98][cH:99][cH:100][cH:101][cH:102]1>>[CH3:1][N:2]1[C:3](=[O:18])[CH2:4][CH2:5][C:6]2([CH3:17])[c:7]3[c:8]([cH:12][c:13](-[c:22]4[cH:21][c:20]([F:19])[c:25]([OH:26])[cH:24][cH:23]4)[cH:14][cH:15]3)[CH2:9][CH2:10][CH:11]12. The reactants are Cc1nnc(-c2ccc(C)c(-c3ccc(C(=O)O)cc3)c2)o1, CCN=C=NCCCN(C)C, COc1ccc(CC(C)N)cc1OC, Cl, CN(C)C=O, On1nnc2ccccc21. The product is COc1ccc(CC(C)NC(=O)c2ccc(-c3cc(-c4nnc(C)o4)ccc3C)cc2)cc1OC. Reaction SMILES: [CH3:1][c:2]1[c:3](-[c:14]2[cH:15][cH:16][c:17]([C:20](=[O:21])[OH:22])[cH:18][cH:19]2)[cH:4][c:5](-[c:8]2[o:9][c:10]([CH3:13])[n:11][n:12]2)[cH:6][cH:7]1.[CH3:34][N:35]([CH3:36])[CH2:37][CH2:38][CH2:39][N:40]=[C:41]=[N:42][CH2:43][CH3:44].[CH3:45][O:46][c:47]1[cH:48][c:49]([CH2:55][CH:56]([CH3:57])[NH2:58])[cH:50][cH:51][c:52]1[O:53][CH3:54].[ClH:33].[O:59]=[CH:60][N:61]([CH3:62])[CH3:63].[OH:23][n:24]1[c:25]2[c:26]([cH:27][cH:28][cH:29][cH:30]2)[n:31][n:32]1>>[CH3:1][c:2]1[c:3](-[c:14]2[cH:15][cH:16][c:17]([C:20](=[O:21])[NH:58][CH:56]([CH2:55][c:49]3[cH:48][c:47]([O:46][CH3:45])[c:52]([O:53][CH3:54])[cH:51][cH:50]3)[CH3:57])[cH:18][cH:19]2)[cH:4][c:5](-[c:8]2[o:9][c:10]([CH3:13])[n:11][n:12]2)[cH:6][cH:7]1. Reported procedure: The mixture of Pd/C (37 mg, 0.035 mmol) and (6R,9R)-6-(2,3-difluorophenyl)-3-nitro-6,7,8,9-tetrahydro-5H-cyclohepta[b]pyridin-9-ol (300 mg, 0.937 mmol) in methanol (10 mL) was hydrogenated under H2 (balloon) for 4 h. LCMS showed the reaction was over. The reaction was filtered through a celite plug. The filtrate was concentrated to give the crude product. MS (ESI)[M+H+]=291.29; 1H NMR (400 MHz, CHLOROFORM-d) δ ppm 7.84 (br. s., 1H) 7.02 (br. s., 3H) 6.79 (br. s., 1H) 5.90 (br. s., 1H) 4.74 (d, J... The solvent is CO (methanol). Product: NC=1C=C2C(=NC1)[C@@H](CC[C@H](C2)C2=C(C(=CC=C2)F)F)O ((6R,9R)-3-Amino-6-(2,3-difluorophenyl)-6,7,8,9-tetrahydro-5H-cyclohepta[b]pyridin-9-ol). Run at time 4 hour. RXN SMILES: [F:1][C:2]1[C:7]([F:8])=[CH:6][CH:5]=[CH:4][C:3]=1[C@@H:9]1[CH2:22][CH2:21][C@@H:20]([OH:23])[C:12]2=[N:13][CH:14]=[C:15]([N+:17]([O-])=O)[CH:16]=[C:11]2[CH2:10]1>CO.[Pd]>[NH2:17][C:15]1[CH:16]=[C:11]2[CH2:10][C@H:9]([C:3]3[CH:4]=[CH:5][CH:6]=[C:7]([F:8])[C:2]=3[F:1])[CH2:22][CH2:21][C@@H:20]([OH:23])[C:12]2=[N:13][CH:14]=1. Reactants: FC1=C(C=CC=C1F)[C@H]1CC=2C(=NC=C(C2)[N+](=O)[O-])[C@@H](CC1)O ((6R,9R)-6-(2,3-difluorophenyl)-3-nitro-6,7,8,9-tetrahydro-5H-cyclohepta[b]pyridin-9-ol). The reagents and catalysts are [Pd] (Pd/C). Starting materials: S(C#N)C1=CC=C(C(=C1)C1=CC=CC=C1)O (5-thiocyanato-biphenyl-2-ol), O.O.O.O.O.O.O.O.O.[S-2].[Na+].[Na+] (sodium sulfide nonahydrate), Cl (HCl). Run in C(C)O (ethanol). Run at temperature 85 celsius, time 20 minute. Product: SC1=CC=C(C(=C1)C1=CC=CC=C1)O (5-Mercapto-biphenyl-2-ol). The yield is 53.5%. RXN SMILES: [S:1]([C:4]1[CH:9]=[C:8]([C:10]2[CH:15]=[CH:14][CH:13]=[CH:12][CH:11]=2)[C:7]([OH:16])=[CH:6][CH:5]=1)C#N.O.O.O.O.O.O.O.O.O.[S-2].[Na+].[Na+].Cl>C(O)C>[SH:1][C:4]1[CH:9]=[C:8]([C:10]2[CH:15]=[CH:14][CH:13]=[CH:12][CH:11]=2)[C:7]([OH:16])=[CH:6][CH:5]=1 |f:1.2.3.4.5.6.7.8.9.10.11.12|. Reported procedure: To a solution of 5-thiocyanato-biphenyl-2-ol (160 mg, 0.97 mmol) in absolute ethanol (8 mL) under nitrogen, sodium sulfide nonahydrate (298 mg, 1.1 6 mmol) was added. The resulting mixture was stirred at 85° C. for 20 min. The mixture was cooled down, made acidic with 10% aqueous HCl and extracted with ethyl acetate (×2). The combined organic layers were dried on MgSO4 and concentrated in vacuo to give the title compound as a yellow solid (105 mg, 95%) which was quickly submitted to the next rea... The product is CC=1C(=CC=2C(CCC(C2C1)(C)C)(C)C)/C(=C/C=1OC=C(C1)C(=O)O)/C (2-[(E)-2-(5,6,7,8-tetrahydro-3,5,5,8,8-pentamethylnaphthalen-2-yl)propen-1-yl]-4-furancarboxylic acid). Reaction SMILES: CC1C(/C(/C)=C/C2C=CC(C(O)=[O:23])=CC=2)=CC2C(C)(C)CCC(C)(C)C=2C=1.[CH3:28][C:29]1[C:30](/[C:43](/[CH3:55])=[CH:44]/[C:45]2S[CH:47]=[C:48]([C:50]([O:52]CC)=[O:51])[CH:49]=2)=[CH:31][C:32]2[C:33]([CH3:42])([CH3:41])[CH2:34][CH2:35][C:36]([CH3:40])([CH3:39])[C:37]=2[CH:38]=1.CC1C(/C(/C)=C/C2SC=C(C(O)=O)N=2)=CC2C(C)(C)CCC(C)(C)C=2C=1.CC1C(/C(/C)=C/C2NC(C(O)=O)=CN=2)=CC2C(C)(C)CCC(C)(C)C=2C=1>>[CH3:28][C:29]1[C:30](/[C:43](/[CH3:55])=[CH:44]/[C:45]2[O:23][CH:47]=[C:48]([C:50]([OH:52])=[O:51])[CH:49]=2)=[CH:31][C:32]2[C:33]([CH3:41])([CH3:42])[CH2:34][CH2:35][C:36]([CH3:39])([CH3:40])[C:37]=2[CH:38]=1. Starting materials: CC=1C(=CC=2C(CCC(C2C1)(C)C)(C)C)/C(=C/C1=CC=C(C(=O)O)C=C1)/C (4-[(E)-2-(3,5,5,8,8-pentamethyl-5,6,7,8-tetrahydro-2-naphthyl)propen-1-yl]benzoicacid), CC=1C(=CC=2C(CCC(C2C1)(C)C)(C)C)/C(=C/C=1SC=C(N1)C(=O)O)/C (2-[(E)-2-(3,5,5,8,8-pentamethyl-5,6,7,8-tetrahydro-2-naphthyl)propen-1-yl]-4-thiazolecarboxylic acid), CC=1C(=CC=2C(CCC(C2C1)(C)C)(C)C)/C(=C/C=1NC(=CN1)C(=O)O)/C (2-[(E)-2-(3,5,5,8,8-pentamethyl-5,6,7,8-tetrahydro-2-naphthyl)propen-1-yl]-5-imidazolecarboxylic acid), 2-[(E)-2-(4,4,7-trimethyl-6-thiochlomanyl)-propen-1-yl]-4-thiophenecarboxylic acid, CC=1C(=CC=2C(CCC(C2C1)(C)C)(C)C)/C(=C/C=1SC=C(C1)C(=O)OCC)/C (ethyl 2[(E)-2-(3,5,5,8,8-pentamethyl-5,6,7,8-tetrahydro-2-naphthyl)propen-1-yl]-4-thiophenecarboxylate). Procedure details: 4-[(E)-2-(3,5,5,8,8-pentamethyl-5,6,7,8-tetrahydro-2-naphthyl)propen-1-yl]benzoicacid; 2-[(E)-2-(4,4,7-trimethyl-6-thiochlomanyl)-propen-1-yl]-4-thiophenecarboxylic acid; ethyl 2[(E)-2-(3,5,5,8,8-pentamethyl-5,6,7,8-tetrahydro-2-naphthyl)propen-1-yl]-4-thiophenecarboxylate; 2-[(E)-2-(3,5,5,8,8-pentamethyl-5,6,7,8-tetrahydro-2-naphthyl)propen-1-yl]-4-thiazolecarboxylic acid and 2-[(E)-2-(3,5,5,8,8-pentamethyl-5,6,7,8-tetrahydro-2-naphthyl)propen-1-yl]-5-imidazolecarboxylic acid.